Task: describe an organic reaction: reactants, conditions, products, and yield. Dataset: the Open Reaction Database (ORD), a public repository of structured organic reaction records Reactants: Cl (hydrochloric acid), C(C)(C)(C)OC(=O)NCCN(CC(=O)OCC)C (ethyl 2-((2-((tert-butoxycarbonyl)amino)ethyl)(methyl)amino)acetate), C(C)(C)(C)OC(=O)NCCN(CC(=O)OCC)C (ethyl 2-((2-((tert-butoxycarbonyl)amino)ethyl)(methyl)amino)acetate). Run in C1CCOC1 (THF), CCO (EtOH). Conditions: time 1 hour. The product is Cl.Cl.NCCN(CC(=O)OCC)C (ethyl 2-((2-aminoethyl)(methyl)amino)acetate dihydrochloride). As a reaction SMILES: [ClH:1].C(OC([NH:9][CH2:10][CH2:11][N:12]([CH3:19])[CH2:13][C:14]([O:16][CH2:17][CH3:18])=[O:15])=O)(C)(C)C>C1COCC1.CCO>[ClH:1].[ClH:1].[NH2:9][CH2:10][CH2:11][N:12]([CH3:19])[CH2:13][C:14]([O:16][CH2:17][CH3:18])=[O:15] |f:4.5.6|. Reported procedure: Concentrated hydrochloric acid (10 ml) was added to a solution of ethyl 2-((2-((tert-butoxycarbonyl)amino)ethyl)(methyl)amino)acetate (intermediate 83, 3.05 g, 11.13 mmol) in THF (20 ml) and EtOH (100 ml) at room temperature. After stirring 1 h at room temperature the reaction mixture was evaporated, ethanol (20 ml) added, evaporated, further ethanol (50 ml) added and then stirred at 60° C. for 70 min. The cooled reaction mixture was then evaporated to give the title compound as a pale-yellow gl... Reactants: C(C)(C)(C)OC(NCC1CN(C(O1)=O)C1=CC(=C(C(=C1)F)N1CCC(C=C1)=O)F)=O ({3-[3,5-difluoro-4-(4-oxo-3,4-dihydro-2H-pyridin-1-yl)-phenyl]-2-oxo-oxazolidin-5-ylmethyl}-carbamic acid tert-butyl ester), FC(C(=O)OCC)F (ethyl difluoroacetate). Yields the product FC=1C=C(C=C(C1N1CCC(C=C1)=O)F)N1C(OC(C1)CNC(C(F)F)=O)=O (N-{3-[3,5-difluoro-4-(4-oxo-3,4-dihydro-2H-pyridin-1-yl)-phenyl]-2-oxo-oxazolidin-5-ylmethyl}-2,2-difluoro-acetamide). RXN SMILES: C(O[C:6](=[O:30])[NH:7][CH2:8][CH:9]1[O:13][C:12](=[O:14])[N:11]([C:15]2[CH:20]=[C:19]([F:21])[C:18]([N:22]3[CH:27]=[CH:26][C:25](=[O:28])[CH2:24][CH2:23]3)=[C:17]([F:29])[CH:16]=2)[CH2:10]1)(C)(C)C.[F:31][CH:32]([F:38])C(OCC)=O>>[F:21][C:19]1[CH:20]=[C:15]([N:11]2[CH2:10][CH:9]([CH2:8][NH:7][C:6](=[O:30])[CH:32]([F:38])[F:31])[O:13][C:12]2=[O:14])[CH:16]=[C:17]([F:29])[C:18]=1[N:22]1[CH:27]=[CH:26][C:25](=[O:28])[CH2:24][CH2:23]1. Reported procedure: The compound is prepared from {3-[3,5-difluoro-4-(4-oxo-3,4-dihydro-2H-pyridin-1-yl)-phenyl]-2-oxo-oxazolidin-5-ylmethyl}-carbamic acid tert-butyl ester (402 mg, 0.92 mmol) and ethyl difluoroacetate (360 mg, 2.88 mmol) following the method described in example 9. The crude product is purified by silica gel column chromatography (eluent: EtOAc) to give a white solid. Yield 68 mg (18%). MS (m/z): 402 [M+1]+. 1H NMR (300 MHz, DMSO-d6): 9.16 (br. t, 1H), 7.46–7.38 (m, 3H), 6.24 (dd, J=11.0 and 14.8 ... The reactants are O=c1nc(-c2ccc(Cl)c(Cl)c2)cc(C(F)(F)F)[nH]1, O=P(Cl)(Cl)Cl. Product: FC(F)(F)c1cc(-c2ccc(Cl)c(Cl)c2)nc(Cl)n1. Reaction SMILES: [Cl:1][c:2]1[cH:3][c:4](-[c:9]2[n:10][c:11](=[O:19])[nH:12][c:13]([C:15]([F:16])([F:17])[F:18])[cH:14]2)[cH:5][cH:6][c:7]1[Cl:8].[P:20]([Cl:21])([Cl:22])([Cl:23])=[O:24]>>[Cl:1][c:2]1[cH:3][c:4](-[c:9]2[n:10][c:11]([Cl:22])[n:12][c:13]([C:15]([F:16])([F:17])[F:18])[cH:14]2)[cH:5][cH:6][c:7]1[Cl:8]. The reactants are CC(=O)Oc1c(C)c(C)c2c(c1C)CCC(C)(C(=O)O)O2, Clc1ccccc1. Yields the product CC(=O)Oc1c(C)c(C)c2c(c1C)CCC(C)(C(=O)O)O2, [Cl-]. RXN SMILES: [C:1]([CH3:2])(=[O:3])[O:4][c:5]1[c:6]([CH3:21])[c:7]2[c:12]([c:13]([CH3:16])[c:14]1[CH3:15])[O:11][C:10]([C:17](=[O:18])[OH:19])([CH3:20])[CH2:9][CH2:8]2.[Cl:22][c:23]1[cH:24][cH:25][cH:26][cH:27][cH:28]1>>[C:1]([CH3:2])(=[O:3])[O:4][c:5]1[c:6]([CH3:21])[c:7]2[c:12]([c:13]([CH3:16])[c:14]1[CH3:15])[O:11][C:10]([C:17](=[O:18])[OH:19])([CH3:20])[CH2:9][CH2:8]2.[Cl-:22]. Reactants: Cl (HCl), C(C)OC(=O)C1[C@@H]2C[C@@H]3[C@](C[C@@H]([C@@]4([C@]5(C=CC(C=C5[C@H](C[C@@H]34)F)=O)C)F)O)([C@@]2(CN1)C(CO)=O)C ((4aS,4bR,5S,6aS,6bS,9aR,10aS,10bS,12S)-4b,12-Difluoro-5-hydroxy-6b-(2-hydroxy-acetyl)-4a,6a-dimethyl-2-oxo-2,4a,4b,5,6,6a,6b,7,8,9,9a,10,10a,10b,11,12-hexadecahydro-8-aza-pentaleno[2,1-a]phenanthrene-9-carboxylic acid ethyl ester). Solvent: [Cl-].[Na+].O (brine), C1CCOC1 (THF), O (water). Run at time 8 hour. Yields the product C(C1=CC=CC=C1)N1C(C2CC3C(CC(C4(C5(C=CC(C=C5C(CC34)F)=O)C)F)O)(C2(C1)C(CO)=O)C)C(=O)O (8-Benzyl-4b,12-difluoro-5-hydroxy-6b-(2-hydroxy-acetyl)-4a,6a-dimethyl-2-oxo-2,4a,4b,5,6,6a,6b,7,8,9,9a,10,10a,10b,11,12-hexadecahydro-8-aza-pentaleno[2,1-a]phenanthrene-9-carboxylic acid). Yield: 15.0%. As a reaction SMILES: C([O:3][C:4]([CH:6]1[NH:30][CH2:29][C@:28]2([C:31](=[O:34])[CH2:32][OH:33])[C@H:7]1[CH2:8][C@H:9]1[C@H:22]3[C@@:13]([F:26])([C@:14]4([CH3:25])[C:19]([C@@H:20]([F:23])[CH2:21]3)=[CH:18][C:17](=[O:24])[CH:16]=[CH:15]4)[C@@H:12]([OH:27])[CH2:11][C@@:10]12[CH3:35])=[O:5])C.Cl>C1COCC1.O.[Cl-].[Na+].O>[CH2:8]([N:30]1[CH2:29][C:28]2([C:31](=[O:34])[CH2:32][OH:33])[CH:7]([CH2:8][CH:9]3[CH:22]4[C:13]([F:26])([C:14]5([CH3:25])[C:19]([CH:20]([F:23])[CH2:21]4)=[CH:18][C:17](=[O:24])[CH:16]=[CH:15]5)[CH:12]([OH:27])[CH2:11][C:10]32[CH3:35])[CH:6]1[C:4]([OH:3])=[O:5])[C:9]1[CH:22]=[CH:13][CH:12]=[CH:11][CH:10]=1 |f:4.5.6|. Procedure: To a solution of compound 119 (66 mg; 0.113 mmol) in dry THF (3 ml) and water (1 ml) 1 N NaOH (400 μl) is added and the reaction mixture is stirred at RT overnight. The reaction mixture is poured into 1 N HCl (10 ml) and brine (10 ml), and the aqueous phase is extracted with AcOEt (3×40 ml). The combined organic extracts are dried and concentrated. Crude is purified by preparative HPLC, to afford title compound (15% yield). Reactants: C(CCCCCCC)OC1=CC=C(C(CBr)=O)C=C1 (4-n-octyloxyphenacyl bromide), C(C)(=O)O (acetic acid). Product: C(C)(=O)OCC(=O)C1=CC=C(C=C1)OCCCCCCCC (4-n-octyloxyphenacyl acetate). Reaction SMILES: [CH2:1]([O:9][C:10]1[CH:19]=[CH:18][C:13]([C:14](=[O:17])[CH2:15]Br)=[CH:12][CH:11]=1)[CH2:2][CH2:3][CH2:4][CH2:5][CH2:6][CH2:7][CH3:8].[C:20]([OH:23])(=[O:22])[CH3:21]>>[C:20]([O:23][CH2:15][C:14]([C:13]1[CH:18]=[CH:19][C:10]([O:9][CH2:1][CH2:2][CH2:3][CH2:4][CH2:5][CH2:6][CH2:7][CH3:8])=[CH:11][CH:12]=1)=[O:17])(=[O:22])[CH3:21]. Procedure details: Following the procedure of Example 1, 5 grams of 4-n-octyloxyphenacyl bromide are reacted with 5 grams of acetic acid to obtain 4-n-octyloxyphenacyl acetate, m.p. 44°-45° C. Reactants: C1(C=2C(C(=O)O1)=CC=CC2)=O (phthalic anhydride), O (water), C(C(=O)NN)(=O)NN (oxalic dihydrazide), CS(=O)C (dimethyl sulfoxide). Solvent: C1(=CC=CC=C1)C (toluene). Yields the product C1(C=2C(C(N1NC(=O)C(=O)NN1C(C=3C(C1=O)=CC=CC3)=O)=O)=CC=CC2)=O.CS(=O)C (N,N'bis(phthalimido)oxamide dimethyl sulfoxide). Reaction SMILES: [C:1]1(=[O:11])O[C:4](=[O:5])[C:3]2=[CH:7][CH:8]=[CH:9][CH:10]=[C:2]12.[C:12]([NH:18][NH2:19])(=[O:17])[C:13]([NH:15][NH2:16])=[O:14].[CH3:20][S:21]([CH3:23])=[O:22].[OH2:24]>C1(C)C=CC=CC=1>[C:4]1(=[O:5])[N:16]([NH:15][C:13]([C:12]([NH:18][N:19]2[C:1](=[O:11])[C:2]3=[CH:10][CH:9]=[CH:8][CH:7]=[C:3]3[C:4]2=[O:5])=[O:17])=[O:14])[C:1](=[O:24])[C:2]2=[CH:10][CH:9]=[CH:8][CH:7]=[C:3]12.[CH3:20][S:21]([CH3:23])=[O:22] |f:5.6|. Procedure details: Two moles of phthalic anhydride (296 g.) and one mole of oxalic dihydrazide (118 g.) in 500 ml. dimethyl sulfoxide and 750 ml. toluene were heated at reflux until two moles of water were removed (about two hours). The mixture was cooled and filtered. After washing with benzene, the white product was dried to constant weight at 50° C. giving an essentially quantitative yield of N,N'bis(phthalimido)oxamide-dimethyl sulfoxide 1:2 complex.